From a dataset of the Open Reaction Database (ORD), a public repository of structured organic reaction records. describe an organic reaction: reactants, conditions, products, and yield Reactants: FC=1C(=C(C=CC1)B(O)O)O (3-fluoro-2-hydroxyphenylboronic acid), BrC1(C=CC=C(N1)C1=NC=CC=C1)Br (6,6-dibromo-2,2′-bipyridyl), C([O-])([O-])=O.[Na+].[Na+] (sodium carbonate). The reagents and catalysts are [Pd].C1(=CC=CC=C1)P(C1=CC=CC=C1)C1=CC=CC=C1.C1(=CC=CC=C1)P(C1=CC=CC=C1)C1=CC=CC=C1.C1(=CC=CC=C1)P(C1=CC=CC=C1)C1=CC=CC=C1.C1(=CC=CC=C1)P(C1=CC=CC=C1)C1=CC=CC=C1 (tetrakis(triphenylphosphine) palladium). The solvent is COCCOC (ethylene glycol dimethyl ether). Product: OC1=C(C=CC=C1F)C1=CC=CC(=N1)C1=NC(=CC=C1)C1=C(C(=CC=C1)F)O (6,6′-Bis(2-hydroxy-3-fluorophenyl)-2,2′-bipyridine). Yield: 39.0%. RXN SMILES: [F:1][C:2]1[C:3]([OH:11])=[C:4](B(O)O)[CH:5]=[CH:6][CH:7]=1.Br[C:13]1(Br)[NH:18][C:17]([C:19]2[CH:24]=[CH:23][CH:22]=[CH:21][N:20]=2)=[CH:16][CH:15]=[CH:14]1.[C:26](=[O:29])([O-])[O-].[Na+].[Na+]>COCCOC.[Pd].C1(P(C2C=CC=CC=2)C2C=CC=CC=2)C=CC=CC=1.C1(P(C2C=CC=CC=2)C2C=CC=CC=2)C=CC=CC=1.C1(P(C2C=CC=CC=2)C2C=CC=CC=2)C=CC=CC=1.C1(P(C2C=CC=CC=2)C2C=CC=CC=2)C=CC=CC=1>[OH:11][C:3]1[C:2]([F:1])=[CH:7][CH:6]=[CH:5][C:4]=1[C:21]1[N:20]=[C:19]([C:17]2[CH:16]=[CH:15][CH:14]=[C:13]([C:4]3[CH:5]=[CH:6][CH:7]=[C:2]([F:1])[C:26]=3[OH:29])[N:18]=2)[CH:24]=[CH:23][CH:22]=1 |f:2.3.4,6.7.8.9.10|. Reported procedure: 6,6′-Bis(2-hydroxy-3-fluorophenyl)-2,2′-bipyridine was prepared by reaction of 3-fluoro-2-hydroxyphenylboronic acid (600 mg, 3.84 mmol) with 6,6-dibromo-2,2′-bipyridyl (520 mg, 1.64 mmol), sodium carbonate (2N solution, 4 ml) and tetrakis(triphenylphosphine) palladium (40 mg) in ethylene glycol dimethyl ether (16 ml) at reflux under nitrogen for 7 hours. The solid was filtered from the cooled reaction and washed with ethylene glycol dimethyl ether and water to give the desired product as a beige... Starting materials: C1=C(C=CC2=CC=CC=C12)CCC(=O)C1=CC=CC=C1 (3-(2-naphthalenyl)-1-phenylpropan-1-one), C1=C(C=CC2=CC=CC=C12)CC/C(=C/C(=O)OCC)/C1=CC=CC=C1 ((Z)-ethyl 5-(2-naphthalenyl)-3-phenylpent-2-enoate). Product: C1=C(C=CC2=CC=CC=C12)CC\C(=C/C(=O)OCC)\C1=CC=CC=C1 ((E)-ethyl 5-(2-naphthalenyl)-3-phenylpent-2-enoate). As a reaction SMILES: C1C2C(=CC=CC=2)C=CC=1CCC(C1C=CC=CC=1)=O.[CH:21]1[C:30]2[C:25](=[CH:26][CH:27]=[CH:28][CH:29]=2)[CH:24]=[CH:23][C:22]=1[CH2:31][CH2:32]/[C:33](/[C:40]1[CH:45]=[CH:44][CH:43]=[CH:42][CH:41]=1)=[CH:34]/[C:35]([O:37][CH2:38][CH3:39])=[O:36]>>[CH:21]1[C:30]2[C:25](=[CH:26][CH:27]=[CH:28][CH:29]=2)[CH:24]=[CH:23][C:22]=1[CH2:31][CH2:32]/[C:33](/[C:40]1[CH:45]=[CH:44][CH:43]=[CH:42][CH:41]=1)=[CH:34]\[C:35]([O:37][CH2:38][CH3:39])=[O:36]. Procedure details: By a procedure similar to that of example 1.85.3, starting from 3-(2-naphthalenyl)-1-phenylpropan-1-one, (Z)-ethyl 5-(2-naphthalenyl)-3-phenylpent-2-enoate and (E)-ethyl 5-(2-naphthalenyl)-3-phenylpent-2-enoate were obtained as colourless oils.